This data is from the Open Reaction Database (ORD), a public repository of structured organic reaction records. The task is: describe an organic reaction: reactants, conditions, products, and yield The reactants are COC(=O)c1ccc2c(C3CCCCC3)c3n(c2c1)CC1(COc2ccccc2-3)CN(Cc2ccccc2)C1, CO, CCOC(C)=O, Cl. Yields the product Cl, COC(=O)c1ccc2c(C3CCCCC3)c3n(c2c1)CC1(CNC1)COc1ccccc1-3. RXN SMILES: [CH2:1]([c:2]1[cH:3][cH:4][cH:5][cH:6][cH:7]1)[N:8]1[CH2:9][C:10]2([CH2:11]1)[CH2:12][O:13][c:14]1[c:15]([cH:36][cH:37][cH:38][cH:39]1)-[c:16]1[n:17]([c:19]3[cH:20][c:21]([C:32](=[O:33])[O:34][CH3:35])[cH:22][cH:23][c:24]3[c:25]1[CH:26]1[CH2:27][CH2:28][CH2:29][CH2:30][CH2:31]1)[CH2:18]2.[CH3:41][OH:42].[CH3:43][CH2:44][O:45][C:46]([CH3:47])=[O:48].[ClH:40]>>[ClH:40].[NH:8]1[CH2:9][C:10]2([CH2:11]1)[CH2:12][O:13][c:14]1[c:15]([cH:36][cH:37][cH:38][cH:39]1)-[c:16]1[n:17]([c:19]3[cH:20][c:21]([C:32](=[O:33])[O:34][CH3:35])[cH:22][cH:23][c:24]3[c:25]1[CH:26]1[CH2:27][CH2:28][CH2:29][CH2:30][CH2:31]1)[CH2:18]2. As a reaction SMILES: [CH2:1]([CH3:2])[n:3]1[c:4](=[O:19])[c:5]([C:14]([O:16][CH2:15][CH3:17])=[O:18])[c:6]([OH:13])[c:7]2[cH:8][cH:9][cH:10][cH:11][c:12]12.[CH3:21][O:22][C:23]([CH2:24][NH2:25])=[O:26].[CH3:27][c:28]1[cH:29][cH:30][cH:31][cH:32][cH:33]1.[ClH:20]>>[CH2:1]([CH3:2])[n:3]1[c:4](=[O:19])[c:5]([C:14](=[O:16])[NH:25][CH2:24][C:23]([O:22][CH3:21])=[O:26])[c:6]([OH:13])[c:7]2[cH:8][cH:9][cH:10][cH:11][c:12]12. The reactants are CCOC(=O)c1c(O)c2ccccc2n(CC)c1=O, COC(=O)CN, Cc1ccccc1, Cl. The product is CCn1c(=O)c(C(=O)NCC(=O)OC)c(O)c2ccccc21. The reactants are NC1=C(C=CC(=N1)C1=NC=CC=C1C(F)(F)F)C#N (6-amino-3′-trifluoromethyl[2,2′]bipyridinyl-5-carbonitrile), [OH-].[Na+] (NaOH). Run in S(O)(O)(=O)=O (sulfuric acid). Run at time 48 hour. Yields the product NC1=C(C=CC(=N1)C1=NC=CC=C1C(F)(F)F)C(=O)N (6-amino-3′-trifluoromethyl-[2,2′]bipyridinyl-5-carboxylic acid amide). Reaction SMILES: [NH2:1][C:2]1[N:7]=[C:6]([C:8]2[C:13]([C:14]([F:17])([F:16])[F:15])=[CH:12][CH:11]=[CH:10][N:9]=2)[CH:5]=[CH:4][C:3]=1[C:18]#[N:19].[OH-:20].[Na+]>S(=O)(=O)(O)O>[NH2:1][C:2]1[N:7]=[C:6]([C:8]2[C:13]([C:14]([F:17])([F:16])[F:15])=[CH:12][CH:11]=[CH:10][N:9]=2)[CH:5]=[CH:4][C:3]=1[C:18]([NH2:19])=[O:20] |f:1.2|. Reported procedure: Cool concentrated sulfuric acid (120 mL) in an ice bath under nitrogen atmosphere. Add in portions 6-amino-3′-trifluoromethyl[2,2′]bipyridinyl-5-carbonitrile (19.8 g) over a period of 15 minutes. Stir at room temperature 48 hours. Pour the reaction mixture over ice, adjust the pH to 10 using 10 N aqueous NaOH, filter the solid, wash the solid with water and dry under vacuum to give 6-amino-3′-trifluoromethyl-[2,2′]bipyridinyl-5-carboxylic acid amide as a light pink solid. Reactants: [C@H]1(CCCC2=CC=CC=C12)N ((R)-1,2,3,4-tetrahydro-1-naphthylamine), TEA, C(C=1C(C(=O)Cl)=CC=CC1)(=O)Cl (phthaloyl chloride), resultant mixture. Run in C1CCOC1 (THF), C(Cl)Cl (CH2Cl2). Product: [C@H]1(CCCC2=CC=CC=C12)N1C(C2=CC=CC=C2C1=O)=O ((R)-2-(1,2,3,4-Tetrahydronaphthalen-1-yl)isoindoline-1,3-dione). Isolated yield 73.2%. Reaction SMILES: [C@H:1]1([NH2:11])[C:10]2[C:5](=[CH:6][CH:7]=[CH:8][CH:9]=2)[CH2:4][CH2:3][CH2:2]1.[C:12](Cl)(=[O:22])[C:13]1[C:14](=[CH:18][CH:19]=[CH:20][CH:21]=1)[C:15](Cl)=[O:16]>C1COCC1.C(Cl)Cl>[C@H:1]1([N:11]2[C:15](=[O:16])[C:14]3[C:13](=[CH:21][CH:20]=[CH:19][CH:18]=3)[C:12]2=[O:22])[C:10]2[C:5](=[CH:6][CH:7]=[CH:8][CH:9]=2)[CH2:4][CH2:3][CH2:2]1. Procedure: To a solution of (R)-1,2,3,4-tetrahydro-1-naphthylamine (6.0 g) in THF (150 mL) at 0° C. was added TEA (18.5 mL) and phthaloyl chloride (8.2 g), and the resultant mixture was stirred at room temperature overnight and 70° C. for 3 h. The mixture was diluted with CH2Cl2, washed with saturated NaHCO3, dried over MgSO4, and concentrated in vacuo. The resulting crude was chromatographed on silica gel (EtOAc/hexane, 5/95 to 30/70) to afford 8.2 g of the title compound. Starting materials: O=C([O-])[O-], CCN=C=O, Cc1cc(Oc2ccc([N+](=O)[O-])cc2)n[nH]1, CCOC(C)=O, Cl, [K+], [K+]. Product: CCNC(=O)n1nc(Oc2ccc([N+](=O)[O-])cc2)cc1C. RXN SMILES: [C:1](=[O:2])([O-:3])[O-:4].[CH2:7]([CH3:8])[N:9]=[C:10]=[O:11].[CH3:12][c:13]1[cH:14][c:15]([O:18][c:19]2[cH:20][cH:21][c:22]([N+:25](=[O:26])[O-:27])[cH:23][cH:24]2)[n:16][nH:17]1.[CH3:29][CH2:30][O:31][C:32](=[O:33])[CH3:34].[ClH:28].[K+:5].[K+:6]>>[CH2:7]([CH3:8])[NH:9][C:10](=[O:11])[n:17]1[c:13]([CH3:12])[cH:14][c:15]([O:18][c:19]2[cH:20][cH:21][c:22]([N+:25](=[O:26])[O-:27])[cH:23][cH:24]2)[n:16]1.